describe an organic reaction: reactants, conditions, products, and yield From a dataset of the Open Reaction Database (ORD), a public repository of structured organic reaction records. Starting materials: C=CCc1ccc(OCC2CCCO2)c2c(=O)cc(C(=O)OCC)oc12, CCO, N. Product: C=CCc1ccc(OCC2CCCO2)c2c(=O)cc(C(N)=O)oc12. RXN SMILES: [CH2:2]([O:4][C:5](=[O:3])[c:7]1[o:8][c:9]2[c:10]([c:11](=[O:13])[cH:12]1)[c:14]([O:21][CH2:22][CH:23]1[CH2:24][CH2:25][CH2:26][O:27]1)[cH:15][cH:16][c:17]2[CH2:18][CH:19]=[CH2:20])[CH3:6].[CH3:28][CH2:29][OH:30].[NH3:1]>>[NH2:1][C:5](=[O:4])[c:7]1[o:8][c:9]2[c:10]([c:11](=[O:13])[cH:12]1)[c:14]([O:21][CH2:22][CH:23]1[CH2:24][CH2:25][CH2:26][O:27]1)[cH:15][cH:16][c:17]2[CH2:18][CH:19]=[CH2:20]. Reactants: O=C1CCC(=O)N1Br, CCOC(C)=O, ClC(Cl)(Cl)Cl, COC(=O)c1ccccc1C, CCCCCC. The product is COC(=O)c1ccccc1CBr. As a reaction SMILES: [Br:12][N:13]1[C:14](=[O:15])[CH2:16][CH2:17][C:18]1=[O:19].[C:26]([O:27][CH2:28][CH3:29])(=[O:30])[CH3:31].[C:32]([Cl:33])([Cl:34])([Cl:35])[Cl:36].[CH3:1][O:2][C:3]([c:4]1[c:5]([CH3:10])[cH:6][cH:7][cH:8][cH:9]1)=[O:11].[CH3:20][CH2:21][CH2:22][CH2:23][CH2:24][CH3:25]>>[CH3:1][O:2][C:3]([c:4]1[c:5]([CH2:10][Br:12])[cH:6][cH:7][cH:8][cH:9]1)=[O:11]. Reactants: COC(C)CCO, CCN(CC)CCNC(=O)c1cc(Cl)c(N)cc1O, CCOC(=O)N=NC(=O)OCC, C1CCOC1, c1ccc(P(c2ccccc2)c2ccccc2)cc1. Product: CCN(CC)CCNC(=O)c1cc(Cl)c(N)cc1OCCC(C)OC. As a reaction SMILES: [CH3:39][O:40][CH:41]([CH2:42][CH2:43][OH:44])[CH3:45].[NH2:1][c:2]1[cH:3][c:4]([OH:19])[c:5]([C:6](=[O:7])[NH:8][CH2:9][CH2:10][N:11]([CH2:12][CH3:13])[CH2:14][CH3:15])[cH:16][c:17]1[Cl:18].[O:46]=[C:47]([O:48][CH2:49][CH3:50])[N:51]=[N:52][C:53]([O:54][CH2:55][CH3:56])=[O:57].[O:58]1[CH2:59][CH2:60][CH2:61][CH2:62]1.[c:20]1([P:21]([c:22]2[cH:23][cH:24][cH:25][cH:26][cH:27]2)[c:28]2[cH:29][cH:30][cH:31][cH:32][cH:33]2)[cH:34][cH:35][cH:36][cH:37][cH:38]1>>[NH2:1][c:2]1[cH:3][c:4]([O:19][CH2:43][CH2:42][CH:41]([O:40][CH3:39])[CH3:45])[c:5]([C:6](=[O:7])[NH:8][CH2:9][CH2:10][N:11]([CH2:12][CH3:13])[CH2:14][CH3:15])[cH:16][c:17]1[Cl:18]. The reactants are O (H2O), C(C)(C)(C)[Si](C)(C)NC=1N=C(C2=C(N1)NC=C2)Cl (2-(t-Butyl-dimethyl silyl)amino-4-chloro-7H-pyrrolo[2,3-d]pyrimidine), CI (methyl iodide), C(=O)([O-])[O-].[K+].[K+] (K2CO3). Run in CN(C)C=O (DMF). Yields the product [Si](C)(C)(C(C)(C)C)NC=1N=C(C2=C(N1)N(C=C2)C)Cl (2-(t-butyl-dimethylsilyl)amino-4-chloro-7-methyl-pyrrolo[2,3-d]pyrimidine). The yield is 101.1%. RXN SMILES: [C:1]([Si:5]([NH:8][C:9]1[N:10]=[C:11]([Cl:18])[C:12]2[CH:17]=[CH:16][NH:15][C:13]=2[N:14]=1)([CH3:7])[CH3:6])([CH3:4])([CH3:3])[CH3:2].CI.[C:21]([O-])([O-])=O.[K+].[K+].O>CN(C=O)C>[Si:5]([NH:8][C:9]1[N:10]=[C:11]([Cl:18])[C:12]2[CH:17]=[CH:16][N:15]([CH3:21])[C:13]=2[N:14]=1)([C:1]([CH3:4])([CH3:2])[CH3:3])([CH3:7])[CH3:6] |f:2.3.4|. Procedure details: 2-(t-Butyl-dimethyl silyl)amino-4-chloro-7H-pyrrolo[2,3-d]pyrimidine (CXXII) (700 mg, 2.5 mmol), 0.18 mL (3.5 mmol) of methyl iodide in DMF (10 mL), and K2CO3 (552 mg, 4 mmol) were reacted at ambient temperature for 15 h. After addition of H2O (10 mL), the reaction was extracted with EtOAc (100 mL), and the organic layer was washed with a brine solution (10 mL), and dried over Na2SO4. The solvents were removed in vacuo, and the residue was purified by flash column chromatography (PE/EtOAc=10/1 t...